From a dataset of the Open Reaction Database (ORD), a public repository of structured organic reaction records. describe an organic reaction: reactants, conditions, products, and yield The reactants are ClC1=C2C(=NC=C1C(C1=CC=C(C=C1)Cl)=O)N(N=C2)CC (4-Chloro-5-(4-chlorobenzoyl)-1-ethyl-1H-pyrazolo[3,4-b]pyridine), Cl.NO (hydroxylamine hydrochloride), Cl.NO (hydroxylamine hydrochloride). The solvent is C(C)(=O)O (acetic acid). Conditions: time 8 hour. The product is ClC1=CC=C(C=C1)C=1ON=C2C3=C(N=CC21)N(N=C3)CC (3-(4-Chlorophenyl)-6-ethyl-6H-isoxazolo[3,4-d]pyrazolo[3,4-b]pyridine). The yield is 43.0%. As a reaction SMILES: Cl[C:2]1[C:7]([C:8](=[O:16])[C:9]2[CH:14]=[CH:13][C:12]([Cl:15])=[CH:11][CH:10]=2)=[CH:6][N:5]=[C:4]2[N:17]([CH2:20][CH3:21])[N:18]=[CH:19][C:3]=12.Cl.[NH2:23]O>C(O)(=O)C>[Cl:15][C:12]1[CH:13]=[CH:14][C:9]([C:8]2[O:16][N:23]=[C:2]3[C:7]=2[CH:6]=[N:5][C:4]2[N:17]([CH2:20][CH3:21])[N:18]=[CH:19][C:3]3=2)=[CH:10][CH:11]=1 |f:1.2|. Reported procedure: 4-Chloro-5-(4-chlorobenzoyl)-1-ethyl-1H-pyrazolo[3,4-b]pyridine (3.76 g) was suspended in 75 ml of glacial acetic acid, and to this was added 1.05 g of hydroxylamine hydrochloride. The reaction mixture was stirred overnight at 80° and the next morning yet another 1.05 g of hydroxylamine hydrochloride was added. After stirring the mixture for additional two hours the solvent was evaporated and the residue washed first with sodium bicarbonate solution and then methanol. The resulting product was t... Reactants: CC(C)(C)c1ccc(CN2CCN(Cc3ccc(N4C(=O)c5ccccc5C4=O)cc3)C2=O)cc1, CO, O. The product is CC(C)(C)c1ccc(CN2CCN(Cc3ccc(N)cc3)C2=O)cc1. Reaction SMILES: [C:1]([CH3:2])([CH3:3])([CH3:4])[c:5]1[cH:6][cH:7][c:8]([CH2:9][N:10]2[C:11](=[O:33])[N:12]([CH2:15][c:16]3[cH:17][cH:18][c:19]([N:22]4[C:23](=[O:24])[c:25]5[c:26]([cH:27][cH:28][cH:29][cH:30]5)[C:31]4=[O:32])[cH:20][cH:21]3)[CH2:13][CH2:14]2)[cH:34][cH:35]1.[CH3:37][OH:38].[OH2:36]>>[C:1]([CH3:2])([CH3:3])([CH3:4])[c:5]1[cH:6][cH:7][c:8]([CH2:9][N:10]2[C:11](=[O:33])[N:12]([CH2:15][c:16]3[cH:17][cH:18][c:19]([NH2:22])[cH:20][cH:21]3)[CH2:13][CH2:14]2)[cH:34][cH:35]1. Starting materials: C1=NC=CC2=CC(=CC=C12)B(O)O (Isoquinolin-6-ylboronic acid), C([O-])([O-])=O.[Na+].[Na+] (sodium carbonate), O (water), tetrakistriphenylphosphine palladium (0), BrC1=C(N=C(S1)N(C[C@H](CC1=CC=C(C=C1)C(F)(F)F)NC(OC(C)(C)C)=O)C(=O)OC(C)(C)C)C#CC(C)(C)O ((S)-tert-butyl 1-(N-(5-bromo-4-(3-hydroxy-3-methylbut-1-ynyl)thiazol-2-yl)-tert-butoxylcarbonylamino)-3-(4-(trifluoromethyl)phenyl)propan-2-ylcarbamate). The solvent is O1CCOCC1 (dioxane). Run at temperature 120 celsius. Yields the product OC(C#CC=1N=C(SC1C=1C=C2C=CN=CC2=CC1)N(C[C@H](CC1=CC=C(C=C1)C(F)(F)F)NC(OC(C)(C)C)=O)C(=O)OC(C)(C)C)(C)C ((S)-tert-butyl 1-(N-(4-(3-hydroxy-3-methylbut-1-ynyl)-5-(isoquinolin-6-yl)thiazol-2-yl)-tert-butoxylcarbonylamino)-3-(4-(trifluoromethyl)phenyl)propan-2-ylcarbamate). Yield: 37.0%. As a reaction SMILES: Br[C:2]1[S:6][C:5]([N:7]([C:29]([O:31][C:32]([CH3:35])([CH3:34])[CH3:33])=[O:30])[CH2:8][C@@H:9]([NH:21][C:22](=[O:28])[O:23][C:24]([CH3:27])([CH3:26])[CH3:25])[CH2:10][C:11]2[CH:16]=[CH:15][C:14]([C:17]([F:20])([F:19])[F:18])=[CH:13][CH:12]=2)=[N:4][C:3]=1[C:36]#[C:37][C:38]([OH:41])([CH3:40])[CH3:39].[CH:42]1[C:51]2[C:46](=[CH:47][C:48](B(O)O)=[CH:49][CH:50]=2)[CH:45]=[CH:44][N:43]=1.C(=O)([O-])[O-].[Na+].[Na+].O>O1CCOCC1>[OH:41][C:38]([CH3:40])([CH3:39])[C:37]#[C:36][C:3]1[N:4]=[C:5]([N:7]([C:29]([O:31][C:32]([CH3:35])([CH3:34])[CH3:33])=[O:30])[CH2:8][C@@H:9]([NH:21][C:22](=[O:28])[O:23][C:24]([CH3:27])([CH3:26])[CH3:25])[CH2:10][C:11]2[CH:12]=[CH:13][C:14]([C:17]([F:19])([F:18])[F:20])=[CH:15][CH:16]=2)[S:6][C:2]=1[C:48]1[CH:47]=[C:46]2[C:51](=[CH:50][CH:49]=1)[CH:42]=[N:43][CH:44]=[CH:45]2 |f:2.3.4|. Procedure: (S)-tert-butyl 1-(N-(5-bromo-4-(3-hydroxy-3-methylbut-1-ynyl)thiazol-2-yl)-tert-butoxylcarbonylamino)-3-(4-(trifluoromethyl)phenyl)propan-2-ylcarbamate (0.025 g, 0.038 mmol) was taken up in 1 mL of dioxane in a microwave safe tube. Isoquinolin-6-ylboronic acid (0.0098 g, 0.057 mmol), sodium carbonate, 2M in water (0.075 mL, 0.15 mmol), and tetrakistriphenylphosphine palladium (0) (0.0044 g, 0.0038 mmol) were added. The mixture was degassed with nitrogen and the tube was sealed. The tube was then... Starting materials: NC1C(N(C2=C(C(=N1)C1=C(C=CC=C1)F)C=CC=C2)CC(=O)N2CC1CCC(C2)CC1)=O ((3RS)-3-amino-1-[(3-azabicyclo[3.2.2]non-3-yl]carbonylmethyl]-2,3-dihydro-5-(2-fluorophenyl)-1H-1,4-benzodiazepin-2-one), C(=O)(N1C=NC=C1)N1C=NC=C1 (carbonyldiimidazole), C(C)(=O)OCC (Ethyl acetate). The solvent is O (water). Reaction conditions: time 8 hour. Yields the product C12CN(CC(CC1)CC2)C(=O)CN2C(C(N=C(C1=C2C=CC=C1)C1=C(C=CC=C1)F)NC(=O)N1C=NC=C1)=O ((3RS)-1-(3-azabicyclo[3.2.2]non-3-yl)carbonylmethyl-2,3-dihydro-3-(imidazol-1-yl) carbonylamino-5-(2-fluorophenyl)-1H-1,4-benzodiazepin-2-one). The yield is 98.0%. Reaction SMILES: [NH2:1][CH:2]1[N:8]=[C:7]([C:9]2[CH:14]=[CH:13][CH:12]=[CH:11][C:10]=2[F:15])[C:6]2[CH:16]=[CH:17][CH:18]=[CH:19][C:5]=2[N:4]([CH2:20][C:21]([N:23]2[CH2:29][CH:28]3[CH2:30][CH2:31][CH:25]([CH2:26][CH2:27]3)[CH2:24]2)=[O:22])[C:3]1=[O:32].[C:33](N1C=CN=C1)([N:35]1[CH:39]=[CH:38][N:37]=[CH:36]1)=[O:34].C(OCC)(=O)C>O>[CH:25]12[CH2:31][CH2:30][CH:28]([CH2:27][CH2:26]1)[CH2:29][N:23]([C:21]([CH2:20][N:4]1[C:5]3[CH:19]=[CH:18][CH:17]=[CH:16][C:6]=3[C:7]([C:9]3[CH:14]=[CH:13][CH:12]=[CH:11][C:10]=3[F:15])=[N:8][CH:2]([NH:1][C:33]([N:35]3[CH:39]=[CH:38][N:37]=[CH:36]3)=[O:34])[C:3]1=[O:32])=[O:22])[CH2:24]2. Reported procedure: A mixture of (3RS)-3-amino-1-[(3-azabicyclo[3.2.2]non-3-yl]carbonylmethyl]-2,3-dihydro-5-(2-fluorophenyl)-1H-1,4-benzodiazepin-2-one (1.2 g) and carbonyldiimidazole (895 mg) was stirred at room temperature overnight. Ethyl acetate and water were added to the reaction mixture, and organic layer was separated, washed with water and brine, dried over magnesium sulfate, and evaporated in vacuo. The amorphous powder was washed with isopropyl ether to afford (3RS)-1-(3-azabicyclo[3.2.2]non-3-yl)carbon...